Dataset: the Open Reaction Database (ORD), a public repository of structured organic reaction records. Task: describe an organic reaction: reactants, conditions, products, and yield Starting materials: ClCC(CN1CC2N(C3=C(CC4=C2C=CC=C4)C=CC=C3)CC1)O (2-(3-chloro-2-hydroxypropyl)-1,2,3,4,10,14b-hexahydrodibenzo[c,f]pyrazino[1,2-a]azepine), C([O-])([O-])=O.[Na+].[Na+] (sodium carbonate), N1CCOCC1 (morpholine). Reagents/catalysts: [I-].[Na+] (sodium iodide). Run in CC(CC(C)=O)C (4-methyl-2-pentanone). Yields the product OC(CN1CC2N(C3=C(CC4=C2C=CC=C4)C=CC=C3)CC1)CN1CCOCC1 (2-(2-Hydroxy-3-morpholinopropyl)-1,2,3,4,10,14b-hexahydrodibenzo[c,f]pyrazino[1,2-a]azepine). Isolated yield 87.1%. As a reaction SMILES: Cl[CH2:2][CH:3]([OH:24])[CH2:4][N:5]1[CH2:23][CH2:22][N:8]2[C:9]3[CH:21]=[CH:20][CH:19]=[CH:18][C:10]=3[CH2:11][C:12]3[CH:17]=[CH:16][CH:15]=[CH:14][C:13]=3[CH:7]2[CH2:6]1.C(=O)([O-])[O-].[Na+].[Na+].[NH:31]1[CH2:36][CH2:35][O:34][CH2:33][CH2:32]1>[I-].[Na+].CC(C)CC(=O)C>[OH:24][CH:3]([CH2:2][N:31]1[CH2:36][CH2:35][O:34][CH2:33][CH2:32]1)[CH2:4][N:5]1[CH2:23][CH2:22][N:8]2[C:9]3[CH:21]=[CH:20][CH:19]=[CH:18][C:10]=3[CH2:11][C:12]3[CH:17]=[CH:16][CH:15]=[CH:14][C:13]=3[CH:7]2[CH2:6]1 |f:1.2.3,5.6|. Procedure: 0.5 g of 2-(3-chloro-2-hydroxypropyl)-1,2,3,4,10,14b-hexahydrodibenzo[c,f]pyrazino[1,2-a]azepine (prepared as described in Example 41), 2.7 g of sodium carbonate, 0.014 g of sodium iodide and 0.254 g of morpholine were added to 10 ml of 4-methyl-2-pentanone, and the mixture was heated under reflux for 2 hours. At the end of this time, the reaction mixture was filtered, and then the filtrate was concentrated by evaporation under reduced pressure. The residue was subjected to column chromatography... The reactants are N1=C(C=CC=C1)C1=CC=C(C(=O)O)C=C1 (4-(pyridin-2-yl)-benzoic acid), CN1CCOCC1 (N-methyl-morpholine), ClC(=O)OCC(C)C (isobutyl chloroformate). Solvent: C1CCOC1 (THF). Reaction conditions: time 30 minute. Product: C(C(C)C)OC(=O)OC(C1=CC=C(C=C1)C1=NC=CC=C1)=O (4-(Pyridin-2-yl)-benzoic acid isobutyloxyformic acid anhydride). Reaction SMILES: [N:1]1[CH:6]=[CH:5][CH:4]=[CH:3][C:2]=1[C:7]1[CH:15]=[CH:14][C:10]([C:11]([OH:13])=[O:12])=[CH:9][CH:8]=1.CN1CCOCC1.Cl[C:24]([O:26][CH2:27][CH:28]([CH3:30])[CH3:29])=[O:25]>C1COCC1>[CH2:27]([O:26][C:24]([O:12][C:11](=[O:13])[C:10]1[CH:14]=[CH:15][C:7]([C:2]2[CH:3]=[CH:4][CH:5]=[CH:6][N:1]=2)=[CH:8][CH:9]=1)=[O:25])[CH:28]([CH3:30])[CH3:29]. Reported procedure: With the exclusion of air, 6.0 g (30 mmol) of 4-(pyridin-2-yl)-benzoic acid are suspended at −20° C. in 90 ml of THF, and 9.90 ml (90 mmol) of N-methyl-morpholine and 4.32 ml (33 mmol) of isobutyl chloroformate are added. After 30 min, the mixture is filtered, washed with a small amount of cold THF, and the filtrate is partially concentrated by evaporation; the residue is diluted with methylene chloride, washed with ice-water and cold brine, dried (Na2SO4) and concentrated by evaporation to form... The reactants are C1(C2=C(OC1)C=CC1=CC=CC=C12)N(C(=O)N)O (1-(1,2-Dihydronaphtho[2,1-b]furyl}-N-hydroxyurea), 1-(1,2-dihydronaphtho[2,1-b]furyl}-N-hydroxyamine, C[Si](C)(C)N=C=O (trimethylsilylisocyanate). Run in C1CCOC1 (THF). Conditions: temperature 60 celsius. The product is C1(C2=C(OC1)C=CC1=CC=CC=C12)=O (1,2-Dihydronaphtho[2,1-b]furan-1-one). Isolated yield 11.0%. RXN SMILES: [CH:1]1(N(O)C(N)=O)[CH2:5][O:4][C:3]2[CH:6]=[CH:7][C:8]3[C:13]([C:2]1=2)=[CH:12][CH:11]=[CH:10][CH:9]=3.C[Si](N=C=[O:25])(C)C>C1COCC1>[C:1]1(=[O:25])[CH2:5][O:4][C:3]2[CH:6]=[CH:7][C:8]3[C:13]([C:2]1=2)=[CH:12][CH:11]=[CH:10][CH:9]=3. Procedure details: N-{1-(1,2-Dihydronaphtho[2,1-b]furyl}-N-hydroxyurea. To a solution of N-{1-(1,2-dihydronaphtho[2,1-b]furyl}-N-hydroxyamine (698 mg, 3.5 mmol) in THF (10 mL) was added trimethylsilylisocyanate (0.94 mL, 7.0 mmol). The resulting solution was heated at 60° C. for 1 h, then allowed to cool and concentrated under reduced pressure. The residue was dissolved in EtOAc and washed successively with H2O and saturated aqueous NaCl. The solvent was removed in vacuo. The residue was triturated with Et2O and r... Starting materials: C1(CCCCC1)NC(=S)NC(C1=CC=CC=C1)=O (N-(cyclohexylcarbamothioyl)benzamide), C([O-])([O-])=O.[K+].[K+] (potassium carbonate). The solvent is C(C)O (ethanol). Product: C1(CCCCC1)NC(=S)N (1-cyclohexylthiourea). The yield is 94.5%. RXN SMILES: [CH:1]1([NH:7][C:8]([NH:10]C(=O)C2C=CC=CC=2)=[S:9])[CH2:6][CH2:5][CH2:4][CH2:3][CH2:2]1.C(=O)([O-])[O-].[K+].[K+]>C(O)C>[CH:1]1([NH:7][C:8]([NH2:10])=[S:9])[CH2:6][CH2:5][CH2:4][CH2:3][CH2:2]1 |f:1.2.3|. Reported procedure: To a solution of N-(cyclohexylcarbamothioyl)benzamide (17.1 g, 65.5 mmol) in ethanol was added aqueous potassium carbonate (18.2 g, 132.2 mmol). The mixture was stirred at reflux temperature for 4 h. The organic layer was concentrated to a small volume, after which the product could be collected by filtration, then washed with petroleum ether and dried in vacuo to give the title compound as a white solid (9.8 g, 95% two steps). Reactants: C(=O)(O)[O-].[Na+] (NaHCO3), C(Cl)Cl (DCM), C(=O)(O)[O-].[Na+] (NaHCO3), NC1=CC=CC(=N1)C(=O)OC (Methy 6-aminopyridine-2-carboxylate), C(#N)C1=CC=C(C(CBr)=O)C=C1 (4-cyanophenacyl bromide). The solvent is CC(C)O (i-PrOH). Run at time 18 hour. Product: C(#N)C1=CC=C(C=C1)C=1N=C2N(C(=CC=C2)C(=O)OC)C1 (Methyl 2-(4-cyanophenyl)imidazo[1,2-a]pyridine-5-carboxylate). The yield is 31.0%. Reaction SMILES: C([O-])(O)=O.[Na+].[NH2:6][C:7]1[N:12]=[C:11]([C:13]([O:15][CH3:16])=[O:14])[CH:10]=[CH:9][CH:8]=1.[C:17]([C:19]1[CH:28]=[CH:27][C:22]([C:23](=O)[CH2:24]Br)=[CH:21][CH:20]=1)#[N:18].C(Cl)Cl>CC(O)C>[C:17]([C:19]1[CH:28]=[CH:27][C:22]([C:23]2[N:6]=[C:7]3[CH:8]=[CH:9][CH:10]=[C:11]([C:13]([O:15][CH3:16])=[O:14])[N:12]3[CH:24]=2)=[CH:21][CH:20]=1)#[N:18] |f:0.1|. Reported procedure: NaHCO3 (1.0 eq.) was added to a solution of (A1) in i-PrOH (0.5 M), then 4-cyanophenacyl bromide (1.2 eq.) was added and the resulting reaction mixture was stirred at RT for 18 h, then heated to reflux for another 18 h. After cooling down, the solvent was reduced in vacuo and the residue partioned between sat. aq. NaHCO3 and DCM. The aqueous phase was separated and extracted several times with DCM. The combined organic extracts were washed with brine and dried (Na2SO4). Evaporation of the solven... Starting materials: CC1=CC=C(C=C1)C1=C(C(=O)NC2=CC=C(C(=O)N3CCC(N(C4=C3C=CC=C4)CC(=O)N4CCN(CC4)C)=O)C=C2)C=CC=C1 (5-{4-[2-(4-methylphenyl)benzoylamino]benzoyl}-1-(4-methyl-1-piperazinylcarbonyl)methyl-1,3,4,5-tetrahydro-1,5-benzodiazepin-2(2H)-one), CI (methyl iodide). Run in ClCCl (dichloromethane). Run at time 8 hour. The product is [I-].CC1=CC=C(C=C1)C1=C(C(=O)NC2=CC=C(C(=O)N3CCC(N(C4=C3C=CC=C4)CC(=O)N4CC[N+](CC4)(C)C)=O)C=C2)C=CC=C1 (4-{5-{4-[2-(4-methylphenyl)benzoylamino]benzoyl}-2-oxo-1,3,4 ,5-tetrahydro-2H-1,5-benzodiazepin-1-yl) acetyl-1,1-dimethylpiperazinium iodide). The yield is 87.2%. Reaction SMILES: [CH3:1][C:2]1[CH:7]=[CH:6][C:5]([C:8]2[CH:46]=[CH:45][CH:44]=[CH:43][C:9]=2[C:10]([NH:12][C:13]2[CH:42]=[CH:41][C:16]([C:17]([N:19]3[C:25]4[CH:26]=[CH:27][CH:28]=[CH:29][C:24]=4[N:23]([CH2:30][C:31]([N:33]4[CH2:38][CH2:37][N:36]([CH3:39])[CH2:35][CH2:34]4)=[O:32])[C:22](=[O:40])[CH2:21][CH2:20]3)=[O:18])=[CH:15][CH:14]=2)=[O:11])=[CH:4][CH:3]=1.[CH3:47][I:48]>ClCCl>[I-:48].[CH3:1][C:2]1[CH:7]=[CH:6][C:5]([C:8]2[CH:46]=[CH:45][CH:44]=[CH:43][C:9]=2[C:10]([NH:12][C:13]2[CH:42]=[CH:41][C:16]([C:17]([N:19]3[C:25]4[CH:26]=[CH:27][CH:28]=[CH:29][C:24]=4[N:23]([CH2:30][C:31]([N:33]4[CH2:34][CH2:35][N+:36]([CH3:47])([CH3:39])[CH2:37][CH2:38]4)=[O:32])[C:22](=[O:40])[CH2:21][CH2:20]3)=[O:18])=[CH:15][CH:14]=2)=[O:11])=[CH:4][CH:3]=1 |f:3.4|. Reported procedure: A mixture of 5-{4-[2-(4-methylphenyl)benzoylamino]benzoyl}-1-(4-methyl-1-piperazinylcarbonyl)methyl-1,3,4,5-tetrahydro-1,5-benzodiazepin-2(2H)-one (110 mg) and methyl iodide (76.1 mg) in dichloromethane (10 ml) was stirred at ambient temperature overnight and a precipitate was filtered to give 4-{5-{4-[2-(4-methylphenyl)benzoylamino]benzoyl}-2-oxo-1,3,4 ,5-tetrahydro-2H-1,5-benzodiazepin-1-yl) acetyl-1,1-dimethylpiperazinium iodide (118 mg).